This data is from the Open Reaction Database (ORD), a public repository of structured organic reaction records. The task is: describe an organic reaction: reactants, conditions, products, and yield Run at temperature 110 celsius. The reagents and catalysts are C=1C=CC(=CC1)/C=C/C(=O)/C=C/C2=CC=CC=C2.C=1C=CC(=CC1)/C=C/C(=O)/C=C/C2=CC=CC=C2.C=1C=CC(=CC1)/C=C/C(=O)/C=C/C2=CC=CC=C2.[Pd].[Pd] (Pd2(dba)3), C=1C=CC(=CC1)/C=C/C(=O)/C=C/C2=CC=CC=C2.C=1C=CC(=CC1)/C=C/C(=O)/C=C/C2=CC=CC=C2.C=1C=CC(=CC1)/C=C/C(=O)/C=C/C2=CC=CC=C2.[Pd].[Pd] (Pd2(dba)3). As a reaction SMILES: C(=O)(OC(C)(C)C)[NH2:2].C([O-])([O-])=O.[Cs+].[Cs+].CC1(C)C2C(=C(P(C3C=CC=CC=3)C3C=CC=CC=3)C=CC=2)OC2C(P(C3C=CC=CC=3)C3C=CC=CC=3)=CC=CC1=2.Cl[C:58]1[CH:59]=[N:60][CH:61]=[C:62]([F:71])[C:63]=1[N:64]1[CH2:69][CH2:68][N:67]([CH3:70])[CH2:66][CH2:65]1>O1CCOCC1.C1C=CC(/C=C/C(/C=C/C2C=CC=CC=2)=O)=CC=1.C1C=CC(/C=C/C(/C=C/C2C=CC=CC=2)=O)=CC=1.C1C=CC(/C=C/C(/C=C/C2C=CC=CC=2)=O)=CC=1.[Pd].[Pd]>[F:71][C:62]1[C:63]([N:64]2[CH2:69][CH2:68][N:67]([CH3:70])[CH2:66][CH2:65]2)=[C:58]([NH2:2])[CH:59]=[N:60][CH:61]=1 |f:1.2.3,7.8.9.10.11|. Product: FC=1C(=C(C=NC1)N)N1CCN(CC1)C (5-fluoro-4-(4-methylpiperazin-1-yl)pyridin-3-amine). The reactants are C(N)(OC(C)(C)C)=O (tert-butyl carbamate), C(=O)([O-])[O-].[Cs+].[Cs+] (Cs2CO3), CC1(C2=C(C(=CC=C2)P(C3=CC=CC=C3)C4=CC=CC=C4)OC5=C(C=CC=C51)P(C6=CC=CC=C6)C7=CC=CC=C7)C (xantphos), ClC=1C=NC=C(C1N1CCN(CC1)C)F (1-(3-chloro-5-fluoro-4-pyridyl)-4-methyl-piperazine), C(N)(OC(C)(C)C)=O (tert-butyl carbamate), CC1(C2=C(C(=CC=C2)P(C3=CC=CC=C3)C4=CC=CC=C4)OC5=C(C=CC=C51)P(C6=CC=CC=C6)C7=CC=CC=C7)C (xantphos). Procedure: A mixture of tert-butyl carbamate (709.9 mg, 6.060 mmol), Cs2CO3 (3.291 g, 10.10 mmol), xantphos (146.1 mg, 0.2525 mmol), Pd2(dba)3 (231.2 mg, 0.2525 mmol) and 1-(3-chloro-5-fluoro-4-pyridyl)-4-methyl-piperazine (1.16 g, 5.050 mmol) in dioxane (11.60 mL) was heated at 110° C. for 1 h. At room temperature, tert-butyl carbamate (709.9 mg, 6.060 mmol), xantphos (146.1 mg, 0.2525 mmol) and Pd2(dba)3 (231.2 mg, 0.2525 mmol) was added and the mixture was further heated at 120° C. in the microwave for ... Run in O1CCOCC1 (dioxane). The reactants are C(C)(C)(C)OC(=O)N1CCNCC1 (1-tert-butoxycarbonylpiperazine), C(#N)CC(=O)OCC (ethyl cyanoacetate). Run in C1(=CC=CC=C1)C (toluene). The product is C(#N)CC(=O)N1CCN(CC1)C(=O)OC(C)(C)C (tert-butyl 4-(cyanoacetyl)-1-piperazinecarboxylate). The yield is 36.3%. RXN SMILES: [C:1]([O:5][C:6]([N:8]1[CH2:13][CH2:12][NH:11][CH2:10][CH2:9]1)=[O:7])([CH3:4])([CH3:3])[CH3:2].[C:14]([CH2:16][C:17](OCC)=[O:18])#[N:15]>C1(C)C=CC=CC=1>[C:14]([CH2:16][C:17]([N:11]1[CH2:12][CH2:13][N:8]([C:6]([O:5][C:1]([CH3:4])([CH3:2])[CH3:3])=[O:7])[CH2:9][CH2:10]1)=[O:18])#[N:15]. Reported procedure: A mixture of 1-tert-butoxycarbonylpiperazine (7.44 g, 40 mmol) and ethyl cyanoacetate (8.53 mL, 80 mmol) was gently stirred in 20 mL of toluene at 90° C. for 2 days. The mixture was concentrated and purified by silica gel column chromatography, eluting with 30% ethyl acetate in n-hexane to provide the title compound (3.68 g). MS (ESI(−)) m/e 252 (M−H)−; 1H NMR (300 MHz, DMSO-d6) δ 3.41 (m, 4H), 3.27-3.35 (m, 4H), 2.72 (m, 2H), 2.38 (m, 2H), 1.41 (s, 9H). Reactants: [Al+3], CCOC(C)=O, CCOCC, O=C(O)CC1CCc2ccccc21, [H-], [H-], [H-], [H-], [Li+], O. Yields the product OCCC1CCc2ccccc21. As a reaction SMILES: [Al+3:2].[CH3:21][CH2:22][O:23][C:24]([CH3:25])=[O:26].[CH3:27][CH2:28][O:29][CH2:30][CH3:31].[CH:7]1([CH2:16][C:17](=[O:18])[OH:19])[CH2:8][CH2:9][c:10]2[cH:11][cH:12][cH:13][cH:14][c:15]21.[H-:1].[H-:4].[H-:5].[H-:6].[Li+:3].[OH2:20]>>[CH:7]1([CH2:16][CH2:17][OH:18])[CH2:8][CH2:9][c:10]2[cH:11][cH:12][cH:13][cH:14][c:15]21. Starting materials: O=C([O-])[O-], CCOCCl, CC1(C)OB(c2ccc(C(=O)O)cc2)OC1(C)C, CC#N, [K+], [K+]. The product is CCOCOC(=O)c1ccc(B2OC(C)(C)C(C)(C)O2)cc1. Reaction SMILES: [C:19](=[O:20])([O-:21])[O-:22].[CH2:25]([CH3:26])[O:27][CH2:28][Cl:29].[CH3:1][C:2]1([CH3:18])[O:3][B:4]([c:9]2[cH:10][cH:11][c:12]([C:13](=[O:14])[OH:15])[cH:16][cH:17]2)[O:5][C:6]1([CH3:7])[CH3:8].[CH3:30][C:31]#[N:32].[K+:23].[K+:24]>>[CH3:1][C:2]1([CH3:18])[O:3][B:4]([c:9]2[cH:10][cH:11][c:12]([C:13](=[O:14])[O:15][CH2:28][O:27][CH2:25][CH3:26])[cH:16][cH:17]2)[O:5][C:6]1([CH3:7])[CH3:8]. The reactants are CC(C)(C)OO, C1C2CC3CC1CC(C2)C3, CC(=O)O, O=S=O, O, O=C1c2ccccc2C(=O)N1O. Yields the product O=C1C2CC3CC(C2)CC1C3. RXN SMILES: [C:23]([O:24][OH:25])([CH3:26])([CH3:27])[CH3:28].[CH2:1]1[CH:2]2[CH2:3][CH:4]3[CH2:5][CH:6]1[CH2:7][CH:8]([CH2:9]2)[CH2:10]3.[CH3:33][C:34](=[O:35])[OH:36].[O:29]=[S:30]=[O:31].[O:32].[OH:11][N:12]1[C:13](=[O:14])[c:15]2[cH:16][cH:17][cH:18][cH:19][c:20]2[C:21]1=[O:22]>>[C:1]1(=[O:11])[CH:2]2[CH2:3][CH:4]3[CH2:5][CH:6]1[CH2:7][CH:8]([CH2:9]2)[CH2:10]3.